Dataset: the Open Reaction Database (ORD), a public repository of structured organic reaction records. Task: describe an organic reaction: reactants, conditions, products, and yield Run in CC1CCCCC1 (methylcyclohexane). Procedure: 70 g of p-chlorobenzaldehyde and 105 g of morpholine were heated to boiling in 260 g of methylcyclohexane in a water separator. Over the course of 45 minutes, 8.4 ml of water were removed azeotropically. The mixture was left to cool with slow stirring. At 58° C., the solution was seeded, and very fine crystals slowly precipitated out. The mixture was cooled in an ice bath to +5° C. After a post-stirring time of 1 hour, the solid which had precipitated out was filtered off with suction. The white... RXN SMILES: [Cl:1][C:2]1[CH:9]=[CH:8][C:5]([CH:6]=O)=[CH:4][CH:3]=1.[NH:10]1[CH2:15][CH2:14][O:13][CH2:12][CH2:11]1.[OH2:16]>CC1CCCCC1>[Cl:1][C:2]1[CH:9]=[CH:8][C:5]([CH:6]([N:10]2[CH2:15][CH2:14][O:16][CH2:12][CH2:11]2)[N:10]2[CH2:15][CH2:14][O:13][CH2:12][CH2:11]2)=[CH:4][CH:3]=1. Yields the product ClC1=CC=C(C=C1)C(N1CCOCC1)N1CCOCC1 (1-Chloro-4-(dimorpholinomethyl)-benzene). The reactants are ClC1=CC=C(C=O)C=C1 (p-chlorobenzaldehyde), N1CCOCC1 (morpholine), O (water). The product is FC(OC=1C=C(C=CC1OC(C)C)C=1OC=C(N1)CCC(=O)C1=NC=CC=C1C)F (3-[2-(3-difluoromethoxy-4-isopropoxy phenyl)oxazol-4-yl]-1-(3-methylpyridin-2-yl)propan-1-one). Starting materials: FC(OC=1C=C(C=CC1O)C=1OC=C(N1)CCC(=O)C1=NC=CC=C1C)F (3-{2-(3-difluoromethoxy-4-hydroxyphenyl)oxazol-4-yl}-1-(3-methylpyridin-2-yl)propan-1-one), BrC(C)C (2-bromopropane). Reported procedure: Using the compound obtained in Example 356 and 2-bromopropane, white powdery 3-[2-(3-difluoromethoxy-4-isopropoxy phenyl)oxazol-4-yl]-1-(3-methylpyridin-2-yl)propan-1-one was obtained following the procedure of Example 3. Reaction SMILES: [F:1][CH:2]([F:27])[O:3][C:4]1[CH:5]=[C:6]([C:11]2[O:12][CH:13]=[C:14]([CH2:16][CH2:17][C:18]([C:20]3[C:25]([CH3:26])=[CH:24][CH:23]=[CH:22][N:21]=3)=[O:19])[N:15]=2)[CH:7]=[CH:8][C:9]=1[OH:10].Br[CH:29]([CH3:31])[CH3:30]>>[F:27][CH:2]([F:1])[O:3][C:4]1[CH:5]=[C:6]([C:11]2[O:12][CH:13]=[C:14]([CH2:16][CH2:17][C:18]([C:20]3[C:25]([CH3:26])=[CH:24][CH:23]=[CH:22][N:21]=3)=[O:19])[N:15]=2)[CH:7]=[CH:8][C:9]=1[O:10][CH:29]([CH3:31])[CH3:30].